From a dataset of the Open Reaction Database (ORD), a public repository of structured organic reaction records. describe an organic reaction: reactants, conditions, products, and yield Starting materials: O=C1NC(=O)c2ccccc21, CN(C)C=O, [K], O, ClCCCCCCOc1ccc(-c2ccccc2)cc1. Yields the product O=C1c2ccccc2C(=O)N1CCCCCCOc1ccc(-c2ccccc2)cc1. RXN SMILES: [C:21]1(=[O:31])[c:22]2[c:23]([cH:27][cH:28][cH:29][cH:30]2)[C:24](=[O:26])[NH:25]1.[CH3:34][N:35]([CH3:36])[CH:37]=[O:38].[K:32].[OH2:33].[c:1]1(-[c:15]2[cH:16][cH:17][cH:18][cH:19][cH:20]2)[cH:2][cH:3][c:4]([O:7][CH2:8][CH2:9][CH2:10][CH2:11][CH2:12][CH2:13][Cl:14])[cH:5][cH:6]1>>[c:1]1(-[c:15]2[cH:16][cH:17][cH:18][cH:19][cH:20]2)[cH:2][cH:3][c:4]([O:7][CH2:8][CH2:9][CH2:10][CH2:11][CH2:12][CH2:13][N:25]2[C:21](=[O:31])[c:22]3[c:23]([cH:27][cH:28][cH:29][cH:30]3)[C:24]2=[O:26])[cH:5][cH:6]1. Starting materials: [O-]CC.[O-]CC.[O-]CC.[O-]CC.[Si+4] (silicon tetraethoxide), H2O-, O (H2O), Cl (HCl). The reagents and catalysts are CC([O-])C.CC([O-])C.CC([O-])C.CC([O-])C.[Ti+4] (titanium tetraisopropoxide), CC(C)O[Ti](OC(C)C)(OC(C)C)OC(C)C (Ti(OiPr)4). The solvent is C(C)(C)O (isopropanol), C(C)(C)O (isopropanol). The product is [Si](OCC)(OCC)(OCC)OCC.C(C)(C)O (Si(OEt)4 isopropanol), titania silica. As a reaction SMILES: O.Cl.[O-:3][CH2:4][CH3:5].[O-:6][CH2:7][CH3:8].[O-:9][CH2:10][CH3:11].[O-:12][CH2:13][CH3:14].[Si+4:15]>C(O)(C)C.CC(C)[O-].CC(C)[O-].CC(C)[O-].CC(C)[O-].[Ti+4]>[Si:15]([O:12][CH2:13][CH3:14])([O:9][CH2:10][CH3:11])([O:6][CH2:7][CH3:8])[O:3][CH2:4][CH3:5].[CH:4]([OH:3])([CH3:7])[CH3:5] |f:2.3.4.5.6,8.9.10.11.12,13.14|. Procedure: A silicalite-titania-silica hybrid membrane was prepared using the sol gel technique and suction method as follows. A silicalite-impregnated substrate was prepared as in Example 1. 0.4903 g H2O and 0.0789 g HCl (37% aqueous solution) were diluted in 9.000 g of anhydrous isopropanol. 2.5560 g of titanium tetraisopropoxide and 0.2080 g of silicon tetraethoxide were added to 9.0000 g of anhydrous isopropanol. The H2O--HCl-iPrOH solution was added slowly to the Ti(OiPr)4 --Si(OEt)4 -isopropanol solu... The reactants are NC1=NC(=NN1C(=O)C1=CC=C(C=C1)C)NC1=CC(=CC=C1)OCC1=CC=CC=C1 (5-amino-3-[3-(benzyloxy)phenylamino]-1-(4-(methyl)phenyl)carbonyl-1H-1,2,4-triazole), C1=CCCCC1 (cyclohexene). The reagents and catalysts are [Pd] (Pd/C). Solvent: C1CCOC1 (THF). Reaction conditions: temperature 90 celsius, time 48 hour. Product: NC1=NC(=NN1C(=O)C1=CC=C(C=C1)C)NC1=CC(=CC=C1)O (5-amino-3-[3-(hydroxy)phenylamino]-1-(4-(methyl)phenyl)carbonyl-1H-1,2,4-triazole). The yield is 12.4%. Reaction SMILES: [NH2:1][C:2]1[N:6]([C:7]([C:9]2[CH:14]=[CH:13][C:12]([CH3:15])=[CH:11][CH:10]=2)=[O:8])[N:5]=[C:4]([NH:16][C:17]2[CH:22]=[CH:21][CH:20]=[C:19]([O:23]CC3C=CC=CC=3)[CH:18]=2)[N:3]=1.C1CCCCC=1>C1COCC1.[Pd]>[NH2:1][C:2]1[N:6]([C:7]([C:9]2[CH:14]=[CH:13][C:12]([CH3:15])=[CH:11][CH:10]=2)=[O:8])[N:5]=[C:4]([NH:16][C:17]2[CH:22]=[CH:21][CH:20]=[C:19]([OH:23])[CH:18]=2)[N:3]=1. Procedure details: To a solution of 5-amino-3-[3-(benzyloxy)phenylamino]-1-(4-(methyl)phenyl)carbonyl-1H-1,2,4-triazole (Ia-14) (0.50 g, 1.3 mmol) in THF (20 mL) was added cyclohexene (10 mL) and 10% Pd/C (0.10 g). The reaction was stirred at 90° C. under N2 for 48 h, then filtered through diatomaceous earth, washing with THF, and concentrated to give a yellow-orange solid. Purification by flash chromatography (95:5 CH2Cl2/CH3OH) followed by triturated in CH2Cl2 afforded 5-amino-3-[3-(hydroxy)phenylamino]-1-(4-(me... The reactants are O1CCCC1 (tetrahydrofuran), BrC(F)(F)Br (dibromodifluoromethane), O1CCCC1 (tetrahydrofuran), COC1=CC=C(COC2=CC=C(C=C2)C2=CC=C(C=N2)C=2N(C=C(N2)C=O)COCC[Si](C)(C)C)C=C1 (2-(6-{4-[(4-methoxybenzyl)oxy]phenyl}pyridin-3-yl)-1-{[2-(trimethylsilyl)ethoxy]methyl}-1H-imidazol-4-carbaldehyde), CN(P(N(C)C)(N(C)C)=O)C (hexamethyl phosphoric triamide). The solvent is O (water), C(C)(=O)OCC (ethyl acetate). Conditions: temperature -78 celsius, time 30 minute. The product is FC(=CC=1N=C(N(C1)COCC[Si](C)(C)C)C=1C=CC(=NC1)C1=CC=C(C=C1)OCC1=CC=C(C=C1)OC)F (5-[4-(2,2-difluoroethenyl)-1-{[2-(trimethylsilyl)ethoxy]methyl}-1H-imidazol-2-yl]-2-{4-[(4-methoxybenzyl)oxy]phenyl}pyridine). Isolated yield 63.0%. As a reaction SMILES: O1CCCC1.Br[C:7](Br)([F:9])[F:8].CN(C)P(=O)(N(C)C)N(C)C.[CH3:22][O:23][C:24]1[CH:58]=[CH:57][C:27]([CH2:28][O:29][C:30]2[CH:35]=[CH:34][C:33]([C:36]3[N:41]=[CH:40][C:39]([C:42]4[N:43]([CH2:49][O:50][CH2:51][CH2:52][Si:53]([CH3:56])([CH3:55])[CH3:54])[CH:44]=[C:45]([CH:47]=O)[N:46]=4)=[CH:38][CH:37]=3)=[CH:32][CH:31]=2)=[CH:26][CH:25]=1>O.C(OCC)(=O)C>[F:8][C:7]([F:9])=[CH:47][C:45]1[N:46]=[C:42]([C:39]2[CH:38]=[CH:37][C:36]([C:33]3[CH:34]=[CH:35][C:30]([O:29][CH2:28][C:27]4[CH:57]=[CH:58][C:24]([O:23][CH3:22])=[CH:25][CH:26]=4)=[CH:31][CH:32]=3)=[N:41][CH:40]=2)[N:43]([CH2:49][O:50][CH2:51][CH2:52][Si:53]([CH3:54])([CH3:55])[CH3:56])[CH:44]=1. Reported procedure: To a tetrahydrofuran (70 mL) solution containing dibromodifluoromethane (5.09 g) was added dropwise hexamethyl phosphoric triamide (8.81 mL) at −78° C. The temperature of the mixture was returned to room temperature, and the mixture was stirred for 30 minutes. The mixture was cooled to −78° C., and a tetrahydrofuran (20 mL) solution of 2-(6-{4-[(4-methoxybenzyl)oxy]phenyl}pyridin-3-yl)-1-{[2-(trimethylsilyl)ethoxy]methyl}-1H-imidazol-4-carbaldehyde (1.25 g) was added dropwise thereto. The temper... The reactants are COC1=C(C=O)C=CC(=C1)OC (2,4-dimethoxybenzaldehyde), C(CC(=O)OCC)(=O)OCC (diethyl malonate). Reagents/catalysts: C(C1=CC=CC=C1)(=O)O (benzoic acid), N1CCCCC1 (piperidine). Solvent: C(C)(=O)OCC (ethyl acetate), CCCCCC (hexane), C1=CC=CC=C1 (benzene). Product: COC1=C(C=CC(=C1)OC)C=C(C(=O)OCC)C(=O)OCC (Ethyl 3-(2,4-dimethoxyphenyl)-2-ethoxycarbonyl-2-propenoate). The yield is 92.1%. Reaction SMILES: [CH3:1][O:2][C:3]1[CH:10]=[C:9]([O:11][CH3:12])[CH:8]=[CH:7][C:4]=1[CH:5]=O.[C:13]([O:21][CH2:22][CH3:23])(=[O:20])[CH2:14][C:15]([O:17][CH2:18][CH3:19])=[O:16]>C1C=CC=CC=1.C(OCC)(=O)C.CCCCCC.C(O)(=O)C1C=CC=CC=1.N1CCCCC1>[CH3:1][O:2][C:3]1[CH:10]=[C:9]([O:11][CH3:12])[CH:8]=[CH:7][C:4]=1[CH:5]=[C:14]([C:15]([O:17][CH2:18][CH3:19])=[O:16])[C:13]([O:21][CH2:22][CH3:23])=[O:20]. Reported procedure: A solution of 10.0 g (60.2 mmol) of 2,4-dimethoxybenzaldehyde, 10.6 g (66.3 mmol) of diethyl malonate, 0.19 g (1.6 mmol) of benzoic acid and 0.20 ml (2.0 mmol) of piperidine in 43 ml of benzene was heated under reflux for 16 hours, whilst removing the water formed. At the end of this time, it was allowed to cool to room temperature, and then the reaction mixture was diluted with a 2:1 by volume mixture of ethyl acetate and hexane, and the diluted solution was washed with a saturated aqueous solu... The product is COc1ncccc1C1=CCC(N2CC(NC(=O)CNC(=O)c3cccc(C(F)(F)F)c3)C2)CC1. RXN SMILES: [CH3:1][O:2][c:3]1[n:4][cH:5][cH:6][cH:7][c:8]1[C:9]1=[CH:10][CH2:11][C:12](=[O:15])[CH2:13][CH2:14]1.[NH:16]1[CH2:17][CH:18]([NH:20][C:21](=[O:22])[CH2:23][NH:24][C:25]([c:26]2[cH:27][c:28]([C:32]([F:33])([F:34])[F:35])[cH:29][cH:30][cH:31]2)=[O:36])[CH2:19]1>>[CH3:1][O:2][c:3]1[n:4][cH:5][cH:6][cH:7][c:8]1[C:9]1=[CH:10][CH2:11][CH:12]([N:16]2[CH2:17][CH:18]([NH:20][C:21](=[O:22])[CH2:23][NH:24][C:25]([c:26]3[cH:27][c:28]([C:32]([F:33])([F:34])[F:35])[cH:29][cH:30][cH:31]3)=[O:36])[CH2:19]2)[CH2:13][CH2:14]1. The reactants are COc1ncccc1C1=CCC(=O)CC1, O=C(CNC(=O)c1cccc(C(F)(F)F)c1)NC1CNC1. Starting materials: C(CCC)N1C2=C(NC3=C(C1=O)N(N=C3C)C)N=CC=C2 (9-(n-butyl)-1,3-dimethyl-1,4,9,10-tetrahydro-pyrazolo[4,3-e]pyrido[3,2-b][1,4]diazepin-10-one), [H-].[Na+] (sodium hydride), CI (methyl iodide). Solvent: CN(C=O)C (N,N-dimethylformamide). Product: C(CCC)N1C2=C(N(C3=C(C1=O)N(N=C3C)C)C)N=CC=C2 (9-(n-Butyl)-1,4,9,10-tetrahydro-1,3,4-trimethyl-pyrazolo[4,3-e]pyrido[3,2-b][1,4]diazepin-10-one). RXN SMILES: [CH2:1]([N:5]1[C:11](=[O:12])[C:10]2[N:13]([CH3:17])[N:14]=[C:15]([CH3:16])[C:9]=2[NH:8][C:7]2[N:18]=[CH:19][CH:20]=[CH:21][C:6]1=2)[CH2:2][CH2:3][CH3:4].[H-].[Na+].[CH3:24]I>CN(C)C=O>[CH2:1]([N:5]1[C:11](=[O:12])[C:10]2[N:13]([CH3:17])[N:14]=[C:15]([CH3:16])[C:9]=2[N:8]([CH3:24])[C:7]2[N:18]=[CH:19][CH:20]=[CH:21][C:6]1=2)[CH2:2][CH2:3][CH3:4] |f:1.2|. Reported procedure: Prepared analogously to Example 6 from 9-(n-butyl)-1,3-dimethyl-1,4,9,10-tetrahydro-pyrazolo[4,3-e]pyrido[3,2-b][1,4]diazepin-10-one, sodium hydride, and methyl iodide in N,N-dimethylformamide with subsequent chromatographic purification.